From a dataset of the Open Reaction Database (ORD), a public repository of structured organic reaction records. describe an organic reaction: reactants, conditions, products, and yield The reactants are CC(Cl)c1cccnc1, OC1CCN(c2cnccn2)C1. The reagents and catalysts are O=C([O-])[O-].[Cs+].[Cs+] (cesium carbonate), [I-].[K+] (potassium iodide). Run in CN(C)C=O (DMF), CN(C)C=O (dmf), CN(C)C=O (DMF). Reaction conditions: temperature 70 celsius, time 16 hour. The product is CC(OC1CCN(c2cnccn2)C1)c1cccnc1. The reactants are COC(=O)c1cc([N+](=O)[O-])c(N)c(F)c1Nc1ccccc1, CCO, O=C[O-], [NH4+]. Product: COC(=O)c1cc(N)c(N)c(F)c1Nc1ccccc1. As a reaction SMILES: [CH3:1][O:2][C:3]([c:4]1[c:5]([NH:15][c:16]2[cH:17][cH:18][cH:19][cH:20][cH:21]2)[c:6]([F:14])[c:7]([NH2:13])[c:8]([N+:10]([O-:11])=[O:12])[cH:9]1)=[O:22].[CH3:27][CH2:28][OH:29].[CH:23]([O-:24])=[O:25].[NH4+:26]>>[CH3:1][O:2][C:3]([c:4]1[c:5]([NH:15][c:16]2[cH:17][cH:18][cH:19][cH:20][cH:21]2)[c:6]([F:14])[c:7]([NH2:13])[c:8]([NH2:10])[cH:9]1)=[O:22].